From a dataset of the Open Reaction Database (ORD), a public repository of structured organic reaction records. describe an organic reaction: reactants, conditions, products, and yield Starting materials: ClC=1C=C(C=CC1)[C@H](CNC1CC(CCC1)C=1C=C(OCC(=O)O)C=CC1)O ((2R)-(3-[3-[2-(3-chlorophenyl)-2-hydroxyethylamino]cyclohexyl]phenoxy) acetic acid), [N+](=[N-])=C (diazomethane). The solvent is CO (methanol), CCOCC (ether). Reaction conditions: time 30 minute. Product: ClC=1C=C(C=CC1)[C@H](CNC1CC(CCC1)C1=CC(=CC=C1)OCC(=O)OC)O ((1R)-1-(3-chlorophenyl)-2-[3-(3-methoxycarbonylmethoxyphenyl)cyclohexylamino]ethanol). The yield is 88.0%. As a reaction SMILES: [Cl:1][C:2]1[CH:3]=[C:4]([C@@H:8]([OH:28])[CH2:9][NH:10][CH:11]2[CH2:16][CH2:15][CH2:14][CH:13]([C:17]3[CH:18]=[C:19]([CH:25]=[CH:26][CH:27]=3)[O:20][CH2:21][C:22]([OH:24])=[O:23])[CH2:12]2)[CH:5]=[CH:6][CH:7]=1.[N+](=[CH2:31])=[N-]>CO.CCOCC>[Cl:1][C:2]1[CH:3]=[C:4]([C@@H:8]([OH:28])[CH2:9][NH:10][CH:11]2[CH2:16][CH2:15][CH2:14][CH:13]([C:17]3[CH:27]=[CH:26][CH:25]=[C:19]([O:20][CH2:21][C:22]([O:24][CH3:31])=[O:23])[CH:18]=3)[CH2:12]2)[CH:5]=[CH:6][CH:7]=1. Procedure: To a solution of (2R)-(3-[3-[2-(3-chlorophenyl)-2-hydroxyethylamino]cyclohexyl]phenoxy)acetic acid (trans-H) obtained in Example 46 (1.0 g) in methanol (10 ml) there was added an excess of diazomethane in ether solution, and the mixture was stirred at room temperature for 30 minutes. After distilling off the solvent under reduced pressure, separation and purification by silica gel column chromatography (ethyl acetate:hexane=5:l) gave 0.91 g of (1R)-1-(3-chlorophenyl)-2-[3-(3-methoxycarbonylmetho... The product is Cc1cc(CC(=O)Cl)on1. As a reaction SMILES: [CH3:12][c:13]1[n:14][o:15][c:16]([CH2:18][C:19]([OH:20])=[O:21])[cH:17]1.[CH3:1][N:2]([CH3:3])[CH:4]=[O:5].[Cl:22][CH2:23][Cl:24].[Cl:6][C:7](=[O:8])[C:9]([Cl:10])=[O:11]>>[Cl:6][C:7](=[O:8])[CH2:9][c:16]1[o:15][n:14][c:13]([CH3:12])[cH:17]1. Reactants: Cc1cc(CC(=O)O)on1, CN(C)C=O, ClCCl, O=C(Cl)C(=O)Cl. The reactants are ClCC#N (chloroacetonitrile), [Na] (sodium), Cl.ON=C1CCNCC1 (4-hydroxyiminopiperidine hydrochloride). Solvent: CO (methanol). Run at time 30 minute. The product is Cl.ON=C1CCN(CC1)C(CCl)=N (2-(4-hydroxyiminopiperidin-1-yl)-2-iminoethylchloride hydrochloride). As a reaction SMILES: [Cl:1][CH2:2][C:3]#[N:4].[Na].Cl.[OH:7][N:8]=[C:9]1[CH2:14][CH2:13][NH:12][CH2:11][CH2:10]1>CO>[ClH:1].[OH:7][N:8]=[C:9]1[CH2:14][CH2:13][N:12]([C:3](=[NH:4])[CH2:2][Cl:1])[CH2:11][CH2:10]1 |f:2.3,5.6,^1:4|. Procedure details: 0.63 ml of chloroacetonitrile was added to a solution of 23 mg of metallic sodium in 4 ml of absolute methanol, and the mixture was stirred for about 30 minutes at room temperature. 1.5 g of 4-hydroxyiminopiperidine hydrochloride were then added and the stirring was continued for 2 hours, during which time a precipitate separated out. 25 ml of anhydrous ether were added to the reaction mixture, and the precipitated crystals were collected by filtration and washed with ether, giving 2.22 g of 2-(...